From a dataset of the Open Reaction Database (ORD), a public repository of structured organic reaction records. describe an organic reaction: reactants, conditions, products, and yield Starting materials: C(C)O (ethanol), CN (methylamine), NC1=NN=C(S1)C(=O)OCC (ethyl 5-amino-1,3,4-thiadiazole-2-carboxylate). Run in CO (methanol). Reaction conditions: time 6 hour. The product is NC1=NN=C(S1)C(=O)NC (5-amino-N-methyl-1,3,4-thiadiazole-2-carboxamide). The yield is 102.3%. Reaction SMILES: [NH2:1][C:2]1[S:6][C:5]([C:7]([O:9]CC)=O)=[N:4][N:3]=1.C(O)C.[CH3:15][NH2:16]>CO>[NH2:1][C:2]1[S:6][C:5]([C:7]([NH:16][CH3:15])=[O:9])=[N:4][N:3]=1. Procedure details: To a suspension of ethyl 5-amino-1,3,4-thiadiazole-2-carboxylate (106 mg, 0.612 mmol) in methanol (1.5 mL) was added 33 wt % ethanol solution of methylamine (0.5 mL, 4.00 mmol). The mixture was stirred at room temperature for 6 h, heated to 70° C. and cooled. The mixture was concentrated, mixed with water and lyophilized to give 5-amino-N-methyl-1,3,4-thiadiazole-2-carboxamide as a white solid (99 mg). 1H NMR (400 MHz, DMSO-d6) δ ppm 8.69 (q, J=4.8 Hz, 1H), 7.70 (s, 2H) 2.73 (d, J=4.78 Hz, 3H); ... Reactants: CC(C)(C)c1cc(Br)cc2c1OCC2(C)C, CCCC[Sn](CCCC)(CCCC)c1ccco1, Cc1ccccc1, c1ccc(P(c2ccccc2)(c2ccccc2)[Pd](P(c2ccccc2)(c2ccccc2)c2ccccc2)(P(c2ccccc2)(c2ccccc2)c2ccccc2)P(c2ccccc2)(c2ccccc2)c2ccccc2)cc1. Yields the product CC(C)(C)c1cc(-c2ccco2)cc2c1OCC2(C)C. Reaction SMILES: [Br:1][c:2]1[cH:3][c:4]2[c:5]([c:11]([C:13]([CH3:14])([CH3:15])[CH3:16])[cH:12]1)[O:6][CH2:7][C:8]2([CH3:9])[CH3:10].[CH2:17]([Sn:18]([CH2:19][CH2:20][CH2:21][CH3:27])([c:22]1[o:23][cH:24][cH:25][cH:26]1)[CH2:28][CH2:29][CH2:30][CH3:31])[CH2:32][CH2:33][CH3:34].[CH3:112][c:113]1[cH:114][cH:115][cH:116][cH:117][cH:118]1.[cH:35]1[cH:36][cH:37][c:38]([P:39]([Pd:40]([P:41]([c:42]2[cH:43][cH:44][cH:45][cH:46][cH:47]2)([c:48]2[cH:49][cH:50][cH:51][cH:52][cH:53]2)[c:54]2[cH:55][cH:56][cH:57][cH:58][cH:59]2)([P:60]([c:61]2[cH:62][cH:63][cH:64][cH:65][cH:66]2)([c:67]2[cH:68][cH:69][cH:70][cH:71][cH:72]2)[c:73]2[cH:74][cH:75][cH:76][cH:77][cH:78]2)[P:79]([c:80]2[cH:81][cH:82][cH:83][cH:84][cH:85]2)([c:86]2[cH:87][cH:88][cH:89][cH:90][cH:91]2)[c:92]2[cH:93][cH:94][cH:95][cH:96][cH:97]2)([c:98]2[cH:99][cH:100][cH:101][cH:102][cH:103]2)[c:104]2[cH:105][cH:106][cH:107][cH:108][cH:109]2)[cH:110][cH:111]1>>[c:2]1(-[c:22]2[o:23][cH:24][cH:25][cH:26]2)[cH:3][c:4]2[c:5]([c:11]([C:13]([CH3:14])([CH3:15])[CH3:16])[cH:12]1)[O:6][CH2:7][C:8]2([CH3:9])[CH3:10]. Starting materials: FC=1C=C(C(=O)N(C2=C(C=CC(=C2)OC)C2CC=3C=CC(=CC3CC2)OC(C(C)(C)C)=O)C(C)C)C=CC1O (pivalic acid 6-{2-[(3-fluoro-4-hydroxybenzoyl)isopropylamino]-4-methoxyphenyl}-5,6,7,8-tetrahydronaphthalen-2-yl ester), C12CN(CC(CC1)CC2)C(CCl)=O (1-(3-azabicyclo[3.2.2]non-3-yl)-2-chloroethanone). Yields the product C12CN(CC(CC1)CC2)CCOC2=C(C=C(CN(C1=C(C=CC(=C1)OC)C1CC=3C=CC(=CC3CC1)O)C(C)C)C=C2)F (6-{2-{{4-[2-(3-Azabicyclo[3.2.2]non-3-yl)ethoxy]-3-fluorobenzyl}isopropylamino}-4-methoxyphenyl}-5,6,7,8-tetrahydronaphthalen-2-ol). Yield: 12.0%. Reaction SMILES: [F:1][C:2]1[CH:3]=[C:4]([CH:36]=[CH:37][C:38]=1[OH:39])[C:5]([N:7]([CH:33]([CH3:35])[CH3:34])[C:8]1[CH:13]=[C:12]([O:14][CH3:15])[CH:11]=[CH:10][C:9]=1[CH:16]1[CH2:25][CH2:24][C:23]2[CH:22]=[C:21]([O:26]C(=O)C(C)(C)C)[CH:20]=[CH:19][C:18]=2[CH2:17]1)=O.[CH:40]12[CH2:48][CH2:47][CH:44]([CH2:45][CH2:46]1)[CH2:43][N:42]([C:49](=O)[CH2:50]Cl)[CH2:41]2>>[CH:40]12[CH2:48][CH2:47][CH:44]([CH2:45][CH2:46]1)[CH2:43][N:42]([CH2:49][CH2:50][O:39][C:38]1[CH:37]=[CH:36][C:4]([CH2:5][N:7]([CH:33]([CH3:35])[CH3:34])[C:8]3[CH:13]=[C:12]([O:14][CH3:15])[CH:11]=[CH:10][C:9]=3[CH:16]3[CH2:25][CH2:24][C:23]4[CH:22]=[C:21]([OH:26])[CH:20]=[CH:19][C:18]=4[CH2:17]3)=[CH:3][C:2]=1[F:1])[CH2:41]2. Reported procedure: Synthesized from pivalic acid 6-{2-[(3-fluoro-4-hydroxybenzoyl)isopropylamino]-4-methoxyphenyl}-5,6,7,8-tetrahydronaphthalen-2-yl ester (25 mg) and 1-(3-azabicyclo[3.2.2]non-3-yl)-2-chloroethanone (19 mg) according to an analogous synthetic method to Example 404 and purified by LC-MS, the title compound (3.3 mg) was obtained. Reactants: NC(C(O)C1=CC(=CC=C1)Cl)CC1=CC=C(C=C1)C(C)(C)C ((1RS,2SR)-2-amino-3-(4-tert-butylphenyl)-1-(3-chlorophenyl)propan-1-ol), FC1=C2C=CC=C(C2=CC=C1)C(=O)O (5-fluoronaphthalenecarboxylic acid), Cl.C(C)N=C=NCCCN(C)C (1-ethyl-3-(3-dimethylaminopropyl)carbodiimide hydrochloride), O.ON1N=NC2=C1C=CC=C2 (1-hydroxybenzotriazole hydrate). Solvent: O (water), C(C)#N (acetonitrile). Conditions: time 8 hour. The product is C(C)(C)(C)C1=CC=C(CC(C(O)C2=CC(=CC=C2)Cl)NC(=O)C2=CC=CC3=C(C=CC=C23)F)C=C1 (N-[(1RS,2SR)-1-(4-tert-butylbenzyl)-2-(3-chlorophenyl)-2-hydroxyethyl]-5-fluoro-1-naphthamide). RXN SMILES: [NH2:1][CH:2]([CH2:12][C:13]1[CH:18]=[CH:17][C:16]([C:19]([CH3:22])([CH3:21])[CH3:20])=[CH:15][CH:14]=1)[CH:3]([C:5]1[CH:10]=[CH:9][CH:8]=[C:7]([Cl:11])[CH:6]=1)[OH:4].[F:23][C:24]1[CH:33]=[CH:32][CH:31]=[C:30]2[C:25]=1[CH:26]=[CH:27][CH:28]=[C:29]2[C:34](O)=[O:35].Cl.C(N=C=NCCCN(C)C)C.O.ON1C2C=CC=CC=2N=N1>C(#N)C.O>[C:19]([C:16]1[CH:15]=[CH:14][C:13]([CH2:12][CH:2]([NH:1][C:34]([C:29]2[C:30]3[C:25](=[C:24]([F:23])[CH:33]=[CH:32][CH:31]=3)[CH:26]=[CH:27][CH:28]=2)=[O:35])[CH:3]([C:5]2[CH:10]=[CH:9][CH:8]=[C:7]([Cl:11])[CH:6]=2)[OH:4])=[CH:18][CH:17]=1)([CH3:22])([CH3:21])[CH3:20] |f:2.3,4.5|. Reported procedure: To a solution of (1RS,2SR)-2-amino-3-(4-tert-butylphenyl)-1-(3-chlorophenyl)propan-1-ol (300 mg, 0.94 mmol) in acetonitrile (20 ml) were added 5-fluoronaphthalenecarboxylic acid (180 mg, 0.94 mmol), 1-ethyl-3-(3-dimethylaminopropyl)carbodiimide hydrochloride (217 mg, 1.13 mmol) and 1-hydroxybenzotriazole hydrate (145 mg, 0.94 mmol), and the mixture was stirred overnight at room temperature. The reaction solution was diluted with water (100 ml) and extracted with ethyl acetate (100 ml×2). The ext... Reactants: [Si](C)(C)(C(C)(C)C)OCC1=NN(C=N1)CCC (3-(tert-butyldimethylsilanyloxymethyl)-1-propyl-1H-1,2,4-triazole), CO (methanol), [OH-].[Na+] (NaOH). Solvent: C(C)O (ethanol). Conditions: temperature 45 celsius, time 2 day. Yields the product C(CC)N1N=C(N=C1)CO ((1-Propyl-1H-1,2,4-triazol-3-yl)methanol). The yield is 92.0%. RXN SMILES: [Si]([O:8][CH2:9][C:10]1[N:14]=[CH:13][N:12]([CH2:15][CH2:16][CH3:17])[N:11]=1)(C(C)(C)C)(C)C.CO.[OH-].[Na+]>C(O)C>[CH2:15]([N:12]1[CH:13]=[N:14][C:10]([CH2:9][OH:8])=[N:11]1)[CH2:16][CH3:17] |f:2.3|. Procedure: To a solution of 3-(tert-butyldimethylsilanyloxymethyl)-1-propyl-1H-1,2,4-triazole (from Example 74, Step a) (2.97 g, 11.6 mmol) in ethanol (13 ml) and methanol (26 ml) was added 4 M aqueous NaOH (4.3 ml, 17.4 mmol) and the mixture was stirred at 45° C. for 2 days. The solvents were removed in vacuo and the residue was purified by flash chromatography (silica gel, EtOAc, then 10% MeOH/CH2Cl2) to leave 1.509 g (92%) of the title compound as a white solid: 1H NMR (250 MHz, CDCl3) δ 0.94 (3H, t, J=...